Dataset: the Open Reaction Database (ORD), a public repository of structured organic reaction records. Task: describe an organic reaction: reactants, conditions, products, and yield Reaction conditions: temperature 0 celsius. The reactants are N1(CCCCCC1)C=1C(NC2=CC=C(C=C2N1)C(=O)OC)=O (methyl 3-(azepan-1-yl)-2-oxo-1,2-dihydroquinoxaline-6-carboxylate), N1=CC=CC=C1 (pyridine), O(S(=O)(=O)C(F)(F)F)S(=O)(=O)C(F)(F)F (Tf2O). Procedure: To a solution of methyl 3-(azepan-1-yl)-2-oxo-1,2-dihydroquinoxaline-6-carboxylate (100 mg, 0.33 mmol) in dichloromethane (30 mL) was added pyridine (104 mg, 1.31 mmol) and then Tf2O (186 mg, 0.66 mmol) was added dropwise with stirring at 0° C. The resulting solution was stirred overnight at room temperature and then quenched by the addition of ice-water (20 mL), extracted with dichloromethane (3×10 mL), dried over anhydrous sodium sulfate and concentrated under vacuum to afford methyl 3-(azepan... Solvent: ClCCl (dichloromethane). The product is N1(CCCCCC1)C=1C(=NC2=CC=C(C=C2N1)C(=O)OC)OS(=O)(=O)C(F)(F)F (methyl 3-(azepan-1-yl)-2-(trifluoromethylsulfonyloxy)quinoxaline-6-carboxylate). As a reaction SMILES: [N:1]1([C:8]2[C:9](=[O:22])[NH:10][C:11]3[C:16]([N:17]=2)=[CH:15][C:14]([C:18]([O:20][CH3:21])=[O:19])=[CH:13][CH:12]=3)[CH2:7][CH2:6][CH2:5][CH2:4][CH2:3][CH2:2]1.N1C=CC=CC=1.[O:29](S(C(F)(F)F)(=O)=O)[S:30]([C:33]([F:36])([F:35])[F:34])(=O)=[O:31]>ClCCl>[N:1]1([C:8]2[C:9]([O:22][S:30]([C:33]([F:36])([F:35])[F:34])(=[O:31])=[O:29])=[N:10][C:11]3[C:16]([N:17]=2)=[CH:15][C:14]([C:18]([O:20][CH3:21])=[O:19])=[CH:13][CH:12]=3)[CH2:7][CH2:6][CH2:5][CH2:4][CH2:3][CH2:2]1. The reactants are C(Cl)Cl (DCM), BrC=1C(=C2C(=NC1)NC=C2NC(=O)C2CC2)N2C[C@@H](CCC2)NC(OC(C)(C)C)=O ((R)-tert-butyl 1-(5-bromo-3-(cyclopropanecarboxamido)-1H-pyrrolo[2,3-b]pyridin-4-yl)piperidin-3-ylcarbamate), C(C)N(C(C)C)C(C)C (N-ethyl-N-isopropylpropan-2-amine), CC1(C2=CC=CC(=C2OC=2C(=CC=CC12)P(C1=CC=CC=C1)C1=CC=CC=C1)P(C1=CC=CC=C1)C1=CC=CC=C1)C ((9,9-dimethyl-9H-xanthene-4,5-diyl)bis(diphenylphosphine)), CC(C)S (propane-2-thiol). Reagents/catalysts: C=1C=CC(=CC1)/C=C/C(=O)/C=C/C2=CC=CC=C2.C=1C=CC(=CC1)/C=C/C(=O)/C=C/C2=CC=CC=C2.C=1C=CC(=CC1)/C=C/C(=O)/C=C/C2=CC=CC=C2.[Pd].[Pd] (Pd2 dba3). Run in O (water), O1CCOCC1 (dioxane). Run at temperature 150 celsius, time 15 minute. Yields the product Cl.N[C@H]1CN(CCC1)C1=C2C(=NC=C1SC(C)C)NC=C2NC(=O)C2CC2 ((R)—N-(4-(3-aminopiperidin-1-yl)-5-(isopropylthio)-1H-pyrrolo[2,3-b]pyridin-3-yl)cyclopropanecarboxamide hydrochloride). The yield is 51.0%. Reaction SMILES: Br[C:2]1[C:3]([N:17]2[CH2:22][CH2:21][CH2:20][C@@H:19]([NH:23]C(=O)OC(C)(C)C)[CH2:18]2)=[C:4]2[C:10]([NH:11][C:12]([CH:14]3[CH2:16][CH2:15]3)=[O:13])=[CH:9][NH:8][C:5]2=[N:6][CH:7]=1.CC1(C)C2C=CC=C(P(C3C=CC=CC=3)C3C=CC=CC=3)C=2OC2C1=CC=CC=2P(C1C=CC=CC=1)C1C=CC=CC=1.[CH3:73][CH:74]([SH:76])[CH3:75].C(N(C(C)C)C(C)C)C.C(Cl)[Cl:87]>O1CCOCC1.C1C=CC(/C=C/C(/C=C/C2C=CC=CC=2)=O)=CC=1.C1C=CC(/C=C/C(/C=C/C2C=CC=CC=2)=O)=CC=1.C1C=CC(/C=C/C(/C=C/C2C=CC=CC=2)=O)=CC=1.[Pd].[Pd].O>[ClH:87].[NH2:23][C@@H:19]1[CH2:20][CH2:21][CH2:22][N:17]([C:3]2[C:2]([S:76][CH:74]([CH3:75])[CH3:73])=[CH:7][N:6]=[C:5]3[NH:8][CH:9]=[C:10]([NH:11][C:12]([CH:14]4[CH2:16][CH2:15]4)=[O:13])[C:4]=23)[CH2:18]1 |f:6.7.8.9.10,12.13|. Procedure details: (R)-tert-Butyl 1-(5-bromo-3-(cyclopropanecarboxamido)-1H-pyrrolo[2,3-b]pyridin-4-yl)piperidin-3-ylcarbamate (150 mg, 0.314 mmol; Example 29, Step B), (9,9-dimethyl-9H-xanthene-4,5-diyl)bis(diphenylphosphine) (18.1 mg, 0.0314 mmol), Pd2 dba3 (14.4 mg, 0.0157 mmol), propane-2-thiol (71.6 mg, 0.941 mmol), and N-ethyl-N-isopropylpropan-2-amine (109 μL, 0.627 mmol) were placed in dioxane (1 mL) and heated to 150° C. under microwave irradiation for 2 hours. DCM and water were then added to the reactio...